This data is from the Open Reaction Database (ORD), a public repository of structured organic reaction records. The task is: describe an organic reaction: reactants, conditions, products, and yield Reactants: Cl.C(C)(=N)N (acetamidine hydrochloride), O([Na])C (NaOCH3), CN(C)C=C1CCN(C2=C(C1=O)C=CC=C2)C(C2=CC=C(C=C2)[N+](=O)[O-])=O (4-[(dimethylamino)methylene]-1,2,3,4-tetrahydro-1-(4-nitrobenzoyl)-5H-1-benzazepin-5-one). Run in CO (methyl alcohol). Conditions: time 5 minute. Product: CC=1N=CC=2CCN(C3=C(C2N1)C=CC=C3)C(C3=CC=C(C=C3)[N+](=O)[O-])=O (6,7-Dihydro-2-methyl-7-(4-nitrobenzoyl)-5H-pyrimido[5,4-d][1]benzazepine). Yield: 99.7%. RXN SMILES: Cl.[C:2]([NH2:5])(=[NH:4])[CH3:3].O(C)[Na].CN([CH:12]=[C:13]1[C:19](=O)[C:18]2[CH:21]=[CH:22][CH:23]=[CH:24][C:17]=2[N:16]([C:25](=[O:35])[C:26]2[CH:31]=[CH:30][C:29]([N+:32]([O-:34])=[O:33])=[CH:28][CH:27]=2)[CH2:15][CH2:14]1)C>CO>[CH3:3][C:2]1[N:4]=[CH:12][C:13]2[CH2:14][CH2:15][N:16]([C:25](=[O:35])[C:26]3[CH:27]=[CH:28][C:29]([N+:32]([O-:34])=[O:33])=[CH:30][CH:31]=3)[C:17]3[CH:24]=[CH:23][CH:22]=[CH:21][C:18]=3[C:19]=2[N:5]=1 |f:0.1|. Reported procedure: To a stirred solution of 0.233 g of acetamidine hydrochloride in 36 ml of methyl alcohol under argon is added 0.133 g of NaOCH3. After 5 minutes, 0.600 g of 4-[(dimethylamino)methylene]-1,2,3,4-tetrahydro-1-(4-nitrobenzoyl)-5H-1-benzazepin-5-one is added and stirring continued for 18 hours. The volatiles are evaporated to a residue which is dissolved in ethyl acetate and passed through a pad of silica gel. The filtrate is evaporated in vacuo to is give 590 mg of the desired product as tan crysta... Starting materials: ClC=1C=CC(=C(C#N)C1)N1C(CCC1)=O (5-chloro-2-(2-oxopyrrolidin-1-yl)benzonitrile), CO (methanol), [BH4-].[Na+] (sodium tetrahydroborate), O (Water). The reagents and catalysts are [Ni](Cl)Cl (nickel chloride). Run at time 10 minute. Product: ClC=1C=CC(=C(CNC(OC(C)(C)C)=O)C1)N1C(CCC1)=O (t-butyl [5-chloro-2-(2-oxopyrrolidin-1-yl)benzyl]carbamate). RXN SMILES: [Cl:1][C:2]1[CH:3]=[CH:4][C:5]([N:10]2[CH2:14][CH2:13][CH2:12][C:11]2=[O:15])=[C:6]([CH:9]=1)[C:7]#[N:8].[BH4-].[Na+].[OH2:18].[CH3:19][OH:20]>[Ni](Cl)Cl>[Cl:1][C:2]1[CH:3]=[CH:4][C:5]([N:10]2[CH2:14][CH2:13][CH2:12][C:11]2=[O:15])=[C:6]([CH:9]=1)[CH2:7][NH:8][C:19](=[O:20])[O:18][C:6]([CH3:9])([CH3:7])[CH3:5] |f:1.2|. Procedure: (Step 2) To a solution (227 ml) of 5-chloro-2-(2-oxopyrrolidin-1-yl)benzonitrile obtained in Step 1 (5.0 g) and nickel chloride 6 hydrate (0.54 g) in methanol was gradually added sodium tetrahydroborate (4.29 g) at 0° C., and the mixture was stirred for 10 min. Water (50 ml) was slowly added to quench the reaction. The solvent was evaporated under reduced pressure. The residue was extracted with ethyl acetate and water, and the aqueous layer was extracted with ethyl acetate three times. The orga... Reactants: C([O-])(O)=O.[Na+] (sodium bicarbonate), C1(=CC=CC=C1)CCCN1C(CN(CC1=O)CC1=CC=CC=C1)=O (1-(3-phenylpropyl)-4-benzyl-2,6-piperazinedione), [BH4-].[Na+] (sodium borohydride). Run in C(C)O (ethanol). Reaction conditions: temperature 5 celsius, time 1 hour. Product: C1(=CC=CC=C1)CCCN1C(CN(CC1=O)CC1=CC=CC=C1)O (1-(3-Phenylpropyl)-4-benzyl-2-hydroxy-6-oxopiperazine). Isolated yield 81.0%. As a reaction SMILES: C(=O)(O)[O-].[Na+].[C:6]1([CH2:12][CH2:13][CH2:14][N:15]2[C:20](=[O:21])[CH2:19][N:18]([CH2:22][C:23]3[CH:28]=[CH:27][CH:26]=[CH:25][CH:24]=3)[CH2:17][C:16]2=[O:29])[CH:11]=[CH:10][CH:9]=[CH:8][CH:7]=1.[BH4-].[Na+]>C(O)C>[C:6]1([CH2:12][CH2:13][CH2:14][N:15]2[C:16](=[O:29])[CH2:17][N:18]([CH2:22][C:23]3[CH:28]=[CH:27][CH:26]=[CH:25][CH:24]=3)[CH2:19][CH:20]2[OH:21])[CH:7]=[CH:8][CH:9]=[CH:10][CH:11]=1 |f:0.1,3.4|. Procedure details: Saturated aqueous sodium bicarbonate solution (20 ml) was added to a solution of 1-(3-phenylpropyl)-4-benzyl-2,6-piperazinedione (5.35 g) in ethanol (170 ml) at 5° C. and sodium borohydride (1.23 g) added portionwise to the resulting mixture at 5° C. over a period of 2 h. The mixture was stirred for a further 1 h at 5° C. and the solvent removed in vacuo. Water (50 ml) was added, and the mixture extracted with dichloromethane (3×50 ml), the extracts washed with brine and dried (MgSO4). Evaporati... The reactants are ClC1=C(C(=O)N[C@@H]2CC[C@@H](CC2)C=O)C=C(C=C1)C(F)(F)F (Cis-2-Chloro-N-(4-formyl-cyclohexyl)-5-trifluoromethyl-benzamide), FC1=CC=C(C=C1)C1=NNC(=C1)N (3-(4-fluorophenyl)-1H-pyrazol-5-amine), C(C)(=O)O[BH-](OC(C)=O)OC(C)=O.[Na+] (sodium triacetoxyborohydride). Solvent: C(Cl)Cl (DCM). Reaction conditions: time 1 hour. The product is ClC1=C(C(=O)N[C@@H]2CC[C@@H](CC2)CNC2=CC(=NN2)C2=CC=C(C=C2)F)C=C(C=C1)C(F)(F)F (Cis-2-chloro-N-(−4-((3-(4-fluorophenyl)-1H-pyrazol-5-ylamino)methyl)cyclohexyl)-5-(trifluoromethyl)benzamide). As a reaction SMILES: [Cl:1][C:2]1[CH:18]=[CH:17][C:16]([C:19]([F:22])([F:21])[F:20])=[CH:15][C:3]=1[C:4]([NH:6][C@H:7]1[CH2:12][CH2:11][C@@H:10]([CH:13]=O)[CH2:9][CH2:8]1)=[O:5].[F:23][C:24]1[CH:29]=[CH:28][C:27]([C:30]2[CH:34]=[C:33]([NH2:35])[NH:32][N:31]=2)=[CH:26][CH:25]=1.C(O[BH-](OC(=O)C)OC(=O)C)(=O)C.[Na+]>C(Cl)Cl>[Cl:1][C:2]1[CH:18]=[CH:17][C:16]([C:19]([F:22])([F:21])[F:20])=[CH:15][C:3]=1[C:4]([NH:6][C@H:7]1[CH2:12][CH2:11][C@@H:10]([CH2:13][NH:35][C:33]2[NH:32][N:31]=[C:30]([C:27]3[CH:28]=[CH:29][C:24]([F:23])=[CH:25][CH:26]=3)[CH:34]=2)[CH2:9][CH2:8]1)=[O:5] |f:2.3|. Procedure details: To a solution of Cis-2-Chloro-N-(4-formyl-cyclohexyl)-5-trifluoromethyl-benzamide (100 mg, 0.300 mmol) in DCM (3 mL) is added 3-(4-fluorophenyl)-1H-pyrazol-5-amine (58.4 mg, 0.330 mmol) to give a pale orange solution. This is stirred for 10 mins at room temperature before sodium triacetoxyborohydride (102 mg, 0.479 mmol) is added. The reaction mixture is stirred at room temperature for 1 hour. The reaction mixture is quenched by the addition of saturated sodium bicarbonate. The DCM layer is sepa... Starting materials: [N+](=O)(O)[O-].C(C)(=O)O (nitric acid acetic acid), OC1=CC=C(C=C1)CC(=O)O (4-hydroxyphenyl acetic acid), OC1=CC=C(C=C1)CC(=O)O (4-hydroxyphenyl acetic acid), [N+](=O)(O)[O-] (nitric acid). Solvent: ice water, C(C)(=O)O (acetic acid), C(C)(=O)O (acetic acid), C(C)(=O)O (acetic acid). Run at time 1 hour. The product is [N+](=O)([O-])C=1C=C(C=CC1O)CC(=O)O (3-nitro 4-hydroxyphenyl acetic acid). Reaction SMILES: [OH:1][C:2]1[CH:7]=[CH:6][C:5]([CH2:8][C:9]([OH:11])=[O:10])=[CH:4][CH:3]=1.[N+:12]([O-])([OH:14])=[O:13].[N+]([O-])(O)=O.C(O)(=O)C>C(O)(=O)C>[N+:12]([C:7]1[CH:6]=[C:5]([CH2:8][C:9]([OH:11])=[O:10])[CH:4]=[CH:3][C:2]=1[OH:1])([O-:14])=[O:13] |f:2.3|. Reported procedure: In a first step, carried out according to Humel in Synth. Commun. 15, pages 1081-88 (1985), to a magnetically stirred solution of 100 g (0.65,mole) of 4-hydroxyphenyl acetic acid in 250 ml of glacial acetic acid was added dropwise a mixture of 40 ml of nitric acid (1.4 specific gravity) and 60 ml glacial acetic acid. The glacial acetic acid was warmed to about 45° C. to completely dissolve the 4-hydroxyphenyl acetic acid. Following addition of the nitric acid/acetic acid mixture, stirring of the...